From a dataset of the Open Reaction Database (ORD), a public repository of structured organic reaction records. describe an organic reaction: reactants, conditions, products, and yield The reactants are N (ammonia), COC1=CC=C(C=C1)C=1SC(=C(N1)C)C(=O)OCC (ethyl 2-(4-methoxyphenyl)-4-methylthiazole-5-carboxylate), COC1=CC=C(C(=O)N)C=C1 (p-methoxybenzamide), ClC(C(=O)OCC)C(=O)C (ethyl α-chloroacetoacetate), P12(=S)SP3(=S)SP(=S)(S1)SP(=S)(S2)S3 (phosphorus pentasulfide). Run in C(C)O (ethanol), C(CCC)O (n-butyl alcohol). Yields the product COC1=CC=C(C=C1)C=1SC(=C(N1)C)C(=O)N (2-(4-methoxyphenyl)-4-methylthiazole-5carboxamide). Isolated yield 69.0%. RXN SMILES: N.[CH3:2][O:3][C:4]1[CH:9]=[CH:8][C:7]([C:10]2[S:11][C:12]([C:16]([O:18]CC)=O)=[C:13]([CH3:15])[N:14]=2)=[CH:6][CH:5]=1.COC1C=CC(C([NH2:29])=O)=CC=1.ClC(C(C)=O)C(OCC)=O.P12(SP3(SP(SP(S3)(S1)=S)(=S)S2)=S)=S>C(O)CCC.C(O)C>[CH3:2][O:3][C:4]1[CH:9]=[CH:8][C:7]([C:10]2[S:11][C:12]([C:16]([NH2:29])=[O:18])=[C:13]([CH3:15])[N:14]=2)=[CH:6][CH:5]=1. Reported procedure: Into a mixed solvent of 50 ml of aqueous 28% ammonia and 450 ml of ethanol, 13.9 g of ethyl 2-(4-methoxyphenyl)-4-methylthiazole-5-carboxylate which had been prepared by heating a mixture of p-methoxybenzamide, ethyl α-chloroacetoacetate, phosphorus pentasulfide and n-butyl alcohol under a reflux for 5 hours was dissolved. Then, in a similar manner as in Example 3 the object was obtained as colourless aciculate melting at 179.5° to 180.5° C. in an amount of 8.6 g corresponding to the yield of 69...